describe an organic reaction: reactants, conditions, products, and yield From a dataset of the Open Reaction Database (ORD), a public repository of structured organic reaction records. Starting materials: ClC1=C(C=CC=C1)[N+](=O)[O-] (o-chloronitrobenzene), C1(=CC=CC=C1)B(O)O (phenylboronic acid), [F-].[Cs+] (CsF). Reagents/catalysts: CC(=O)[O-].CC(=O)[O-].[Pd+2] (Pd(OAc)2), C1(=CC=CC=C1)P(C=1[C-](C=CC1)N(C)C)C1=CC=CC=C1.[CH-]1C=CC=C1.[Fe+2] (2-Diphenylphosphino-dimethylaminoferrocene). Run in O1CCOCC1 (1,4-dioxane). Yields the product [N+](=O)([O-])C1=C(C=CC=C1)C1=CC=CC=C1 (2-Nitrobiphenyl). Isolated yield 73.3%. Reaction SMILES: Cl[C:2]1[CH:7]=[CH:6][CH:5]=[CH:4][C:3]=1[N+:8]([O-:10])=[O:9].[C:11]1(B(O)O)[CH:16]=[CH:15][CH:14]=[CH:13][CH:12]=1.[F-].[Cs+]>O1CCOCC1.CC([O-])=O.CC([O-])=O.[Pd+2].C1(P(C2C=CC=CC=2)C2[C-](N(C)C)C=CC=2)C=CC=CC=1.[CH-]1C=CC=C1.[Fe+2]>[N+:8]([C:3]1[CH:4]=[CH:5][CH:6]=[CH:7][C:2]=1[C:11]1[CH:16]=[CH:15][CH:14]=[CH:13][CH:12]=1)([O-:10])=[O:9] |f:2.3,5.6.7,8.9.10|. Reported procedure: According to General Procedure A, a mixture of o-chloronitrobenzene (79 mg, 0.50 mmol), phenylboronic acid (91 mg, 0.75 mmol), CsF (228 mg, 1.50 mmol), Pd(OAc)2 (2 mg, 0.01 mmol) and 12f (8 mg, 0.02 mmol) in 1,4-dioxane (2.5 mL) has heated to reflux, cooled and filtered. Evaporation of the solvent under reduced pressure and column chromatography of the pre-adsorbed crude material (1% Et2O in hexane, silica gel) gave 51d (73 mg, 73%) as a bright yellow oil. 1H NMR (300 MHz, CDCl3) δ 7.86 (d, 1H, ...